This data is from the Open Reaction Database (ORD), a public repository of structured organic reaction records. The task is: describe an organic reaction: reactants, conditions, products, and yield Reactants: [Li+].[OH-] (LiOH), FC=1C=2C(N=C(C1NC1=C(C=C(C=C1)I)F)C(=O)OC)=C(ON2)C (methyl 7-fluoro-6-(2-fluoro-4-iodophenylamino)-3-methylisoxazolo[4,3-b]pyridine-5-carboxylate). Run in O (H2O), C1CCOC1 (THF), O (H2O). Conditions: time 4 hour. Product: FC=1C=2C(N=C(C1NC1=C(C=C(C=C1)I)F)C(=O)O)=C(ON2)C (7-Fluoro-6-(2-fluoro-4-iodophenylamino)-3-methylisoxazolo[4,3-b]pyridine-5-carboxylic acid). Reaction SMILES: [F:1][C:2]1[C:3]2[C:4](=[C:21]([CH3:24])[O:22][N:23]=2)[N:5]=[C:6]([C:17]([O:19]C)=[O:18])[C:7]=1[NH:8][C:9]1[CH:14]=[CH:13][C:12]([I:15])=[CH:11][C:10]=1[F:16].[Li+].[OH-]>C1COCC1.O>[F:1][C:2]1[C:3]2[C:4](=[C:21]([CH3:24])[O:22][N:23]=2)[N:5]=[C:6]([C:17]([OH:19])=[O:18])[C:7]=1[NH:8][C:9]1[CH:14]=[CH:13][C:12]([I:15])=[CH:11][C:10]=1[F:16] |f:1.2|. Reported procedure: To a solution of methyl 7-fluoro-6-(2-fluoro-4-iodophenylamino)-3-methylisoxazolo[4,3-b]pyridine-5-carboxylate (250 mg, 0.56 mmol) in a mixture of THF (10 ml) and H2O (5 ml) is added a solution of LiOH (67 mg, 2.8 mmol) in H2O (2.4 ml). After stirring at room temperature for 4 h, the reaction is concentrated, acidified with 1 M HCl solution, and extracted with EtOAc (2×20 ml). The organic solution is dried over MgSO4 and concentrated to give the title compound. Reactants: C=1C=CC2=C(C1)N=NN2O (HOBt), C1CCC(CC1)N=C=NC2CCCCC2 (DCCI), N([C@@H](CC1=CC=CC=C1)C(=O)N[C@@H](CC1=CNC=N1)C(=O)O)C(=O)OCC1=CC=CC=C1 (Z-Phe-His-OH), N[C@@H](CC(C)C)C(=O)N[C@@H](C(C)C)C(=O)N[C@@H](C)C(=O)O.N1=C(C=CC=C1)CC[NH-] (H-Leu-Val-Ala 2-(2-pyridyl)-ethyl amide). The product is N([C@@H](CC1=CC=CC=C1)C(=O)N[C@@H](CC1=CNC=N1)C(=O)N[C@@H](CC(C)C)C(=O)N[C@@H](C(C)C)C(=O)N[C@@H](C)C(=O)O)C(=O)OCC1=CC=CC=C1.N1=C(C=CC=C1)CC[NH-] (Z-Phe-His-Leu-Val-Ala 2-(2-pyridyl)-ethyl amide), B7. RXN SMILES: [NH:1]([C:23]([O:25][CH2:26][C:27]1[CH:32]=[CH:31][CH:30]=[CH:29][CH:28]=1)=[O:24])[C@H:2]([C:10]([NH:12][C@H:13]([C:20](O)=[O:21])[CH2:14][C:15]1[N:19]=[CH:18][NH:17][CH:16]=1)=[O:11])[CH2:3][C:4]1[CH:9]=[CH:8][CH:7]=[CH:6][CH:5]=1.[NH2:33][C@H:34]([C:39]([NH:41][C@H:42]([C:46]([NH:48][C@H:49]([C:51]([OH:53])=[O:52])[CH3:50])=[O:47])[CH:43]([CH3:45])[CH3:44])=[O:40])[CH2:35][CH:36]([CH3:38])[CH3:37].[N:54]1[CH:59]=[CH:58][CH:57]=[CH:56][C:55]=1[CH2:60][CH2:61][NH-:62].C1C=CC2N(O)N=NC=2C=1.C1CCC(N=C=NC2CCCCC2)CC1>>[NH:1]([C:23]([O:25][CH2:26][C:27]1[CH:32]=[CH:31][CH:30]=[CH:29][CH:28]=1)=[O:24])[C@H:2]([C:10]([NH:12][C@H:13]([C:20]([NH:33][C@H:34]([C:39]([NH:41][C@H:42]([C:46]([NH:48][C@H:49]([C:51]([OH:53])=[O:52])[CH3:50])=[O:47])[CH:43]([CH3:44])[CH3:45])=[O:40])[CH2:35][CH:36]([CH3:38])[CH3:37])=[O:21])[CH2:14][C:15]1[N:19]=[CH:18][NH:17][CH:16]=1)=[O:11])[CH2:3][C:4]1[CH:9]=[CH:8][CH:7]=[CH:6][CH:5]=1.[N:54]1[CH:59]=[CH:58][CH:57]=[CH:56][C:55]=1[CH2:60][CH2:61][NH-:62] |f:1.2,5.6|. Procedure: In a manner analogous to that described in Example 1, using as starting materials 140 mg of Z-Phe-His-OH, 100 mg of H-Leu-Val-Ala-2-(2-pyridyl)-ethyl amide, 50 mg of HOBt and 66 mg of DCCI, the title compound is obtained after flash chromatography (65 g of silica gel 60, 40-63 μm, eluant system B7). Rf (B7)=0.26, Rf (B11)=0.45.